Dataset: the Open Reaction Database (ORD), a public repository of structured organic reaction records. Task: describe an organic reaction: reactants, conditions, products, and yield The reactants are C1(CC1)N1C=C(C(C2=CC(=C(C(=C12)F)F)F)=O)C(=O)O (1-cyclopropyl-6,7,8-trifluoro-1,4-dihydro-4-oxoquinoline-3-carboxylic acid), NC1=C2CNCC2=CC=C1 (4-aminoisoindoline). The solvent is CN(C)C=O (DMF). Reaction conditions: temperature 120 celsius. The product is NC1=C2CN(CC2=CC=C1)C1=C(C=C2C(C(=CN(C2=C1F)C1CC1)C(=O)O)=O)F (7-(4-amino-2-isoindolinyl)-1-cyclopropyl-6,8-difluoro-1,4-dihydro-4-oxoquinoline-3-carboxylic acid). Isolated yield 64.5%. RXN SMILES: [CH:1]1([N:4]2[C:13]3[C:8](=[CH:9][C:10]([F:16])=[C:11](F)[C:12]=3[F:14])[C:7](=[O:17])[C:6]([C:18]([OH:20])=[O:19])=[CH:5]2)[CH2:3][CH2:2]1.[NH2:21][C:22]1[CH:30]=[CH:29][CH:28]=[C:27]2[C:23]=1[CH2:24][NH:25][CH2:26]2>CN(C=O)C>[NH2:21][C:22]1[CH:30]=[CH:29][CH:28]=[C:27]2[C:23]=1[CH2:24][N:25]([C:11]1[C:12]([F:14])=[C:13]3[C:8]([C:7](=[O:17])[C:6]([C:18]([OH:20])=[O:19])=[CH:5][N:4]3[CH:1]3[CH2:2][CH2:3]3)=[CH:9][C:10]=1[F:16])[CH2:26]2. Reported procedure: A mixture of 136 mg of 1-cyclopropyl-6,7,8-trifluoro-1,4-dihydro-4-oxoquinoline-3-carboxylic acid, 180 mg of 4-aminoisoindoline, and 1.5 ml of anhydrous DMF was heated at 120° C. for 1.5 hours while stirring. The resulting reaction mixture was evaporated under reduced pressure to dryness. 20 ml of chloroform and 10 ml of 5% acetic acid was added to the residue, and the mixture was stirred. Deposited crystals were collected by filtration, washed with water and ethanol. The chloroform layer was se... Starting materials: C1(CCCC1)S(=O)(=O)C1=CC=C(C=N1)C(C(=O)OC)=[N+]=[N-] (Methyl 2-(6-cyclopentylsulfonyl-3-pyridyl)-2-diazo-acetate), OC1CCOCC1 (4-hydroxy tetrahydropyran). Reagents/catalysts: CC(=O)O.CC(=O)O.CC(=O)O.CC(=O)O.[Rh].[Rh] (rhodium (II) acetate dimer). Solvent: C(Cl)Cl (DCM), C(Cl)Cl (DCM). Reaction conditions: temperature 25 celsius, time 60 minute. Yields the product C1(CCCC1)S(=O)(=O)C1=CC=C(C=N1)C(C(=O)OC)OC1CCOCC1 (Methyl 2-(6-cyclopentylsulfonyl-3-pyridyl)-2-tetrahydropyran-4-yloxy-acetate). Isolated yield 91.3%. As a reaction SMILES: [CH:1]1([S:6]([C:9]2[N:14]=[CH:13][C:12]([C:15](=[N+]=[N-])[C:16]([O:18][CH3:19])=[O:17])=[CH:11][CH:10]=2)(=[O:8])=[O:7])[CH2:5][CH2:4][CH2:3][CH2:2]1.[OH:22][CH:23]1[CH2:28][CH2:27][O:26][CH2:25][CH2:24]1>C(Cl)Cl.CC(O)=O.CC(O)=O.CC(O)=O.CC(O)=O.[Rh].[Rh]>[CH:1]1([S:6]([C:9]2[N:14]=[CH:13][C:12]([CH:15]([O:22][CH:23]3[CH2:28][CH2:27][O:26][CH2:25][CH2:24]3)[C:16]([O:18][CH3:19])=[O:17])=[CH:11][CH:10]=2)(=[O:8])=[O:7])[CH2:5][CH2:4][CH2:3][CH2:2]1 |f:3.4.5.6.7.8|. Procedure: Methyl 2-(6-cyclopentylsulfonyl-3-pyridyl)-2-diazo-acetate (0.25 g, 0.80 mmol) was dissolved in DCM (5 mL) under argon atmosphere. To this solution, 4-hydroxy tetrahydropyran (0.11 mL, 1.21 mmol) was added followed by rhodium (II) acetate dimer (9 mg, 0.021 mmol). Mixture was stirred at 25° C. for 60 min. Reaction mixture was diluted with DCM (10 mL), organic layer was washed with water followed by brine solution, dried over anhydrous sodium sulfate, filtered and concentrated under reduced press... The reactants are ICCCCCCCCCCC(=O)O (11-Iodo undecanoic acid), C(C)O (ethanol), OS(=O)(=O)O (H2SO4). Run in C1(=CC=CC=C1)C (toluol). Product: C(C)OC(CCCCCCCCCCI)=O (11-Iodo-undecanoic acid ethyl ester). As a reaction SMILES: [I:1][CH2:2][CH2:3][CH2:4][CH2:5][CH2:6][CH2:7][CH2:8][CH2:9][CH2:10][CH2:11][C:12]([OH:14])=[O:13].[CH2:15](O)[CH3:16].OS(O)(=O)=O>C1(C)C=CC=CC=1>[CH2:15]([O:13][C:12](=[O:14])[CH2:11][CH2:10][CH2:9][CH2:8][CH2:7][CH2:6][CH2:5][CH2:4][CH2:3][CH2:2][I:1])[CH3:16]. Procedure details: 11-Iodo-undecanoic acid ethyl ester was synthesized according to Bergbreiter, J. Org. Chem., 40/6 (1975) 779. Briefly, 246.6 g 11-Iodo undecanoic acid, 440 ml dry ethanol, 440 ml dry toluol and 5 ml H2SO4 (98%) were combined. The mixture was distilled whereby about 400 ml aceotrope was removed at 75° C. or 76° C., respectively. Then 15 g K2CO3 was added and after 5 min the mixtures was filtered and finally distilled at a bath temperature of 115° C. The resulting brown oil was purified by filtrat... Starting materials: C(=NC1CCCCC1)=NC1CCCCC1, CCCC(NS(=O)(=O)c1ccc(Cl)cc1)C(O)=S, ClCCl, CCOC(=O)Cc1ccc(N)cc1. The product is CCCC(NS(=O)(=O)c1ccc(Cl)cc1)C(=S)Nc1ccc(CC(=O)OCC)cc1. Reaction SMILES: [CH:32]1([N:33]=[C:34]=[N:35][CH:36]2[CH2:37][CH2:38][CH2:39][CH2:40][CH2:41]2)[CH2:42][CH2:43][CH2:44][CH2:45][CH2:46]1.[Cl:1][c:2]1[cH:3][cH:4][c:5]([S:8](=[O:9])(=[O:10])[NH:11][CH:12]([C:13](=[S:14])[OH:15])[CH2:16][CH2:17][CH3:18])[cH:6][cH:7]1.[Cl:47][CH2:48][Cl:49].[NH2:19][c:20]1[cH:21][cH:22][c:23]([CH2:26][C:27](=[O:28])[O:29][CH2:30][CH3:31])[cH:24][cH:25]1>>[Cl:1][c:2]1[cH:3][cH:4][c:5]([S:8](=[O:9])(=[O:10])[NH:11][CH:12]([C:13](=[S:14])[NH:19][c:20]2[cH:21][cH:22][c:23]([CH2:26][C:27](=[O:28])[O:29][CH2:30][CH3:31])[cH:24][cH:25]2)[CH2:16][CH2:17][CH3:18])[cH:6][cH:7]1. Starting materials: O1CCCC1 (Tetrahydrofuran), O1CCCC1 (tetrahydrofuran), COC(=O)C1=C(C=C(C(=O)O)C=C1)[N+](=O)[O-] (4-methoxycarbonyl-3-nitrobenzoic acid), Cl (hydrochloric acid). Run in CO (Methylalcohol). Reaction conditions: time 48 hour. Yields the product OCC1=CC(=C(C(=O)OC)C=C1)[N+](=O)[O-] (methyl 4-hydroxymethyl-2-nitrobenzoate). The yield is 63.0%. As a reaction SMILES: O1CCCC1.[CH3:6][O:7][C:8]([C:10]1[CH:18]=[CH:17][C:13]([C:14](O)=[O:15])=[CH:12][C:11]=1[N+:19]([O-:21])=[O:20])=[O:9].Cl>CO>[OH:15][CH2:14][C:13]1[CH:17]=[CH:18][C:10]([C:8]([O:7][CH3:6])=[O:9])=[C:11]([N+:19]([O-:21])=[O:20])[CH:12]=1. Reported procedure: Tetrahydrofuran solution of 1.0M borane-tetrahydrofuran complex was added dropwise to tetrahydrofuran solution (45 mL) of 2.25 g of 4-methoxycarbonyl-3-nitrobenzoic acid and stirred at room temperature for 48 hours. Methylalcohol (2 ml) and 1N hydrochloric acid (10 ml) were added thereto and concentrated. After ethyl acetate and water were added, liquid separation was conducted. The organic layer was washed with saturated sodium hydrogen carbonate and dried over sodium sulfate. After removing th... Starting materials: C(C1=CC=CC=C1)OC=1C=C(C=NC1)C=1NC2=CC(=CC=C2C1)Cl (2-(5-benzyloxy-pyridin-3-yl)-6-chloro-1H-indole), C(OC)(OC)=O (dimethyl carbonate), C([O-])([O-])=O.[K+].[K+] (potassium carbonate), CN(C)C=O (DMF). Solvent: C(C)(=O)OCC (ethyl acetate). Run at temperature 150 celsius, time 8 hour. The product is C(C1=CC=CC=C1)OC=1C=C(C=NC1)C=1N(C2=CC(=CC=C2C1)Cl)C (2-(5-benzyloxy-pyridin-3-yl)-6-chloro-1-methyl-1H-indole). As a reaction SMILES: [CH2:1]([O:8][C:9]1[CH:10]=[C:11]([C:15]2[NH:16][C:17]3[C:22]([CH:23]=2)=[CH:21][CH:20]=[C:19]([Cl:24])[CH:18]=3)[CH:12]=[N:13][CH:14]=1)[C:2]1[CH:7]=[CH:6][CH:5]=[CH:4][CH:3]=1.[C:25](=O)(OC)OC.C(=O)([O-])[O-].[K+].[K+].CN(C=O)C>C(OCC)(=O)C>[CH2:1]([O:8][C:9]1[CH:10]=[C:11]([C:15]2[N:16]([CH3:25])[C:17]3[C:22]([CH:23]=2)=[CH:21][CH:20]=[C:19]([Cl:24])[CH:18]=3)[CH:12]=[N:13][CH:14]=1)[C:2]1[CH:3]=[CH:4][CH:5]=[CH:6][CH:7]=1 |f:2.3.4|. Procedure details: A flask is charged with 2-(5-benzyloxy-pyridin-3-yl)-6-chloro-1H-indole (Example 98, 0.435 g, 1.29 mmol), dimethyl carbonate (0.328 mL, 3.89 mmol), potassium carbonate (0.098 g, 0.714 mmol) and DMF (3 mL). The reaction mixture is stirred at 150° C. overnight. It is then cooled to room temperature, diluted with ethyl acetate and washed with water. The organic layer is dried over sodium sulfate and concentrated in vacuo, to give a residue which is purified by flash chromatography (heptane-ethyl ac... Procedure: 150 mg of 6-[[2-chloro-1-(4-methylphenyl)-1H-benzimidazol-6-yl]oxy]hexanoic acid methyl ester was dissolved in 2 ml of dimethylformamide, mixed with 54 mg of potassium carbonate and 40 μl of thiophenol, and the mixture was stirred for 5 hours at 140° C. After cooling, it was mixed with saturated ammonium chloride solution, diluted with water, extracted three times with ethyl acetate, the combined organic phases were washed with saturated sodium chloride solution, dried on sodium sulfate and conc... The product is COC(CCCCCOC=1C=CC2=C(N(C(=N2)SC2=CC=CC=C2)C2=CC=C(C=C2)C)C1)=O (6-[[1-(4-Methylphenyl)-2-phenylmercapto-1H-benzimidazol-6-yl]oxy]hexanoic acid methyl ester). Run at temperature 140 celsius, time 5 hour. Run in CN(C=O)C (dimethylformamide), O (water). Reactants: [Cl-].[NH4+] (ammonium chloride), C([O-])([O-])=O.[K+].[K+] (potassium carbonate), C1(=CC=CC=C1)S (thiophenol), COC(CCCCCOC=1C=CC2=C(N(C(=N2)Cl)C2=CC=C(C=C2)C)C1)=O (6-[[2-chloro-1-(4-methylphenyl)-1H-benzimidazol-6-yl]oxy]hexanoic acid methyl ester). RXN SMILES: [CH3:1][O:2][C:3](=[O:27])[CH2:4][CH2:5][CH2:6][CH2:7][CH2:8][O:9][C:10]1[CH:11]=[CH:12][C:13]2[N:17]=[C:16](Cl)[N:15]([C:19]3[CH:24]=[CH:23][C:22]([CH3:25])=[CH:21][CH:20]=3)[C:14]=2[CH:26]=1.C(=O)([O-])[O-].[K+].[K+].[C:34]1([SH:40])[CH:39]=[CH:38][CH:37]=[CH:36][CH:35]=1.[Cl-].[NH4+]>CN(C)C=O.O>[CH3:1][O:2][C:3](=[O:27])[CH2:4][CH2:5][CH2:6][CH2:7][CH2:8][O:9][C:10]1[CH:11]=[CH:12][C:13]2[N:17]=[C:16]([S:40][C:34]3[CH:39]=[CH:38][CH:37]=[CH:36][CH:35]=3)[N:15]([C:19]3[CH:24]=[CH:23][C:22]([CH3:25])=[CH:21][CH:20]=3)[C:14]=2[CH:26]=1 |f:1.2.3,5.6|.